This data is from the Open Reaction Database (ORD), a public repository of structured organic reaction records. The task is: describe an organic reaction: reactants, conditions, products, and yield Starting materials: CCOC(=O)C(C)(C)Oc1ccc(OCCc2nc(-c3cccc(-c4ccccc4)c3)oc2C)cc1, CCOC(C)=O, CCO, Cl, [Na+], [OH-]. Yields the product Cc1oc(-c2cccc(-c3ccccc3)c2)nc1CCOc1ccc(OC(C)(C)C(=O)O)cc1. Reaction SMILES: [CH2:1]([CH3:2])[O:3][C:4]([C:5]([CH3:6])([CH3:7])[O:8][c:9]1[cH:10][cH:11][c:12]([O:15][CH2:16][CH2:17][c:18]2[n:19][c:20](-[c:24]3[cH:25][c:26](-[c:30]4[cH:31][cH:32][cH:33][cH:34][cH:35]4)[cH:27][cH:28][cH:29]3)[o:21][c:22]2[CH3:23])[cH:13][cH:14]1)=[O:36].[CH3:40][CH2:41][O:42][C:43](=[O:44])[CH3:45].[CH3:46][CH2:47][OH:48].[ClH:39].[Na+:38].[OH-:37]>>[O:3]=[C:4]([C:5]([CH3:6])([CH3:7])[O:8][c:9]1[cH:10][cH:11][c:12]([O:15][CH2:16][CH2:17][c:18]2[n:19][c:20](-[c:24]3[cH:25][c:26](-[c:30]4[cH:31][cH:32][cH:33][cH:34][cH:35]4)[cH:27][cH:28][cH:29]3)[o:21][c:22]2[CH3:23])[cH:13][cH:14]1)[OH:36]. The reactants are ONCl (hydroxylamino hydrochloride), C([O-])(O)=O.[Na+] (sodium bicarbonate), S1C(=CC=C1)C(C(=O)O)=O (thien-2-yl-glyoxylic acid), C([O-])(O)=O.[Na+] (sodium bicarbonate). Solvent: O (water), O (water). The product is ON=C(C(=O)O)C=1SC=CC1 (2-Hydroxyimino(thien-2-yl)acetic acid). Yield: 47.9%. Reaction SMILES: [OH:1][NH:2]Cl.C(=O)(O)[O-].[Na+].[S:9]1[CH:13]=[CH:12][CH:11]=[C:10]1[C:14](=O)[C:15]([OH:17])=[O:16]>O>[OH:1][N:2]=[C:14]([C:10]1[S:9][CH:13]=[CH:12][CH:11]=1)[C:15]([OH:17])=[O:16] |f:1.2|. Procedure: A cooled solution of hydroxylamino hydrochloride (0.884 g) and sodium bicarbonate (1.08 g) in water (20 ml.) was added to a cooled (0°) solution of thien-2-yl-glyoxylic acid (2.0 g) and sodium bicarbonate (1.08 g) in water (20 ml.). After two days at 20° the solution was extracted with ether, cooled and acidified with concentrated hydrochloric acid. The resulting white solid was filtered off (0.564 g) and the filtrate was then thoroughly extracted with ether. The combined extracts were washed wi... Reported procedure: Ethanol (3 mL) was added to the mixture of ethyl 5-(3-fluorobenzyl)isoxazole-3-carboxylate (0.688 g; 2.82 mmol) and 1M sodium hydroxide (10.5 mL; 10.5 mmol). The mixture was stirred overnight at room temperature and was concentrated under reduced pressure to remove ethanol. The aqueous solution was acidified by addition of 6N hydrochloric acid to pH 0-1. The formed precipitate was collected by filtration and was dried. 0.5026 g (82%) of 5-(3-fluorobenzyl)isoxazole-3-carboxylic acid was obtained ... The yield is 80.6%. The product is FC=1C=C(CC2=CC(=NO2)C(=O)O)C=CC1 (5-(3-fluorobenzyl)isoxazole-3-carboxylic acid). Reaction SMILES: [F:1][C:2]1[CH:3]=[C:4]([CH:16]=[CH:17][CH:18]=1)[CH2:5][C:6]1[O:10][N:9]=[C:8]([C:11]([O:13]CC)=[O:12])[CH:7]=1.[OH-].[Na+]>C(O)C>[F:1][C:2]1[CH:3]=[C:4]([CH:16]=[CH:17][CH:18]=1)[CH2:5][C:6]1[O:10][N:9]=[C:8]([C:11]([OH:13])=[O:12])[CH:7]=1 |f:1.2|. Reactants: FC=1C=C(CC2=CC(=NO2)C(=O)OCC)C=CC1 (ethyl 5-(3-fluorobenzyl)isoxazole-3-carboxylate), [OH-].[Na+] (sodium hydroxide). Run in C(C)O (Ethanol). Reaction conditions: time 8 hour. Reactants: C1(=CC=CC=C1)C(C#N)C1=CC=CC=C1 (diphenylacetonitrile), [H-].[Na+] (sodium hydride), BrCC(=O)OCC (ethyl bromoacetate). Run in O (water), O1CCCC1 (tetrahydrofuran). Product: C(#N)C(CC(=O)OCC)(C1=CC=CC=C1)C1=CC=CC=C1 (Ethyl 3-cyano-3,3-diphenylpropionate). RXN SMILES: [C:1]1([CH:7]([C:10]2[CH:15]=[CH:14][CH:13]=[CH:12][CH:11]=2)[C:8]#[N:9])[CH:6]=[CH:5][CH:4]=[CH:3][CH:2]=1.[H-].[Na+].Br[CH2:19][C:20]([O:22][CH2:23][CH3:24])=[O:21]>O1CCCC1.O>[C:8]([C:7]([C:1]1[CH:2]=[CH:3][CH:4]=[CH:5][CH:6]=1)([C:10]1[CH:11]=[CH:12][CH:13]=[CH:14][CH:15]=1)[CH2:19][C:20]([O:22][CH2:23][CH3:24])=[O:21])#[N:9] |f:1.2|. Procedure: To a solution of diphenylacetonitrile (1 g) in tetrahydrofuran (10 ml) was added 60% sodium hydride (0.25 g) portionwise under ice-cooling and stirring. After completion of portionwise addition, the mixture was further stirred for 15 minutes. Then, ethyl bromoacetate (0.69 ml) was added dropwise and the mixture was further stirred for 30 minutes. The reaction mixture was then diluted with water and the organic layer was extracted with ethyl acetate. The extract was washed with water, dried over ...